From a dataset of the Open Reaction Database (ORD), a public repository of structured organic reaction records. describe an organic reaction: reactants, conditions, products, and yield The reactants are CCO, CCCSc1ncc(CCCC(=O)OCC)n1Cc1ccccc1Cl, Cl, [K+], [OH-], O. Yields the product CCCSc1ncc(CCCC(=O)O)n1Cc1ccccc1Cl. RXN SMILES: [CH3:29][CH2:30][OH:31].[Cl:1][c:2]1[c:3]([CH2:8][n:9]2[c:10]([S:22][CH2:23][CH2:24][CH3:25])[n:11][cH:12][c:13]2[CH2:14][CH2:15][CH2:16][C:17](=[O:18])[O:19][CH2:20][CH3:21])[cH:4][cH:5][cH:6][cH:7]1.[ClH:28].[K+:27].[OH-:26].[OH2:32]>>[Cl:1][c:2]1[c:3]([CH2:8][n:9]2[c:10]([S:22][CH2:23][CH2:24][CH3:25])[n:11][cH:12][c:13]2[CH2:14][CH2:15][CH2:16][C:17](=[O:18])[OH:19])[cH:4][cH:5][cH:6][cH:7]1. Reactants: BrC1=CC=C(C(=O)NC2=CC=C3C=CC=NC3=C2)C=C1 (4-bromo-N-quinolin-7-ylbenzamide), CC=1C=C(C=CC1)B(O)O (3-methyl-phenylboronic acid), C([O-])([O-])=O.[Na+].[Na+] (sodium carbonate). The reagents and catalysts are C=1C=CC(=CC1)[P](C=2C=CC=CC2)(C=3C=CC=CC3)[Pd]([P](C=4C=CC=CC4)(C=5C=CC=CC5)C=6C=CC=CC6)([P](C=7C=CC=CC7)(C=8C=CC=CC8)C=9C=CC=CC9)[P](C=1C=CC=CC1)(C=1C=CC=CC1)C=1C=CC=CC1 (tetrakis(triphenylphosphine)palladium). Run in C1(=CC=CC=C1)C (toluene), C(C)O (ethanol), CCOC(=O)C (EtOAc). Yields the product CC=1C=C(C=CC1)C1=CC=C(C=C1)C(=O)NC1=CC=C2C=CC=NC2=C1 (3′-Methyl-N-quinolin-7-yl-1,1′-biphenyl-4-carboxamide). RXN SMILES: Br[C:2]1[CH:20]=[CH:19][C:5]([C:6]([NH:8][C:9]2[CH:18]=[C:17]3[C:12]([CH:13]=[CH:14][CH:15]=[N:16]3)=[CH:11][CH:10]=2)=[O:7])=[CH:4][CH:3]=1.[CH3:21][C:22]1[CH:23]=[C:24](B(O)O)[CH:25]=[CH:26][CH:27]=1.C(=O)([O-])[O-].[Na+].[Na+]>C1(C)C=CC=CC=1.C(O)C.CCOC(C)=O.C1C=CC([P]([Pd]([P](C2C=CC=CC=2)(C2C=CC=CC=2)C2C=CC=CC=2)([P](C2C=CC=CC=2)(C2C=CC=CC=2)C2C=CC=CC=2)[P](C2C=CC=CC=2)(C2C=CC=CC=2)C2C=CC=CC=2)(C2C=CC=CC=2)C2C=CC=CC=2)=CC=1>[CH3:21][C:22]1[CH:27]=[C:26]([C:2]2[CH:20]=[CH:19][C:5]([C:6]([NH:8][C:9]3[CH:18]=[C:17]4[C:12]([CH:13]=[CH:14][CH:15]=[N:16]4)=[CH:11][CH:10]=3)=[O:7])=[CH:4][CH:3]=2)[CH:25]=[CH:24][CH:23]=1 |f:2.3.4,^1:56,58,77,96|. Procedure: To a solution of 4-bromo-N-quinolin-7-ylbenzamide (Example 82) (50 mg, 0.153 mmol) in toluene (2 ml) and ethanol (0.4 ml) under an argon atmosphere was added 3-methyl-phenylboronic acid (21 mg, 0.153 mmol), 2M sodium carbonate solution (0.15 ml) and tetrakis(triphenylphosphine)palladium (0) (5 mg, 0.05 mmol). The reaction was heated at reflux for 18 h, then cooled to room temperature and diluted with EtOAc. The mixture was washed with sat. aq. sodium bicarbonate solution and water, dried over Mg... The reactants are OCCC1=C(C=CC=C1)CCOS(=O)(=O)C (Methanesulfonic acid 2-[2-(2-hydroxy-ethyl)-phenyl]-ethyl ester), [H-].[Na+] (Sodium hydride), [H][H] (hydrogen). The solvent is O1CCCC1 (tetrahydrofuran). Reaction conditions: time 8 hour. Product: C1=CC=CC2=C1CCOCC2 (5,6,8,9-Tetrahydro-7-oxa-benzocycloheptene), C=CC1=CC=CC=C1 (styrene). Reaction SMILES: O[CH2:2][CH2:3][C:4]1[CH:9]=[CH:8][CH:7]=[CH:6][C:5]=1[CH2:10][CH2:11][O:12]S(C)(=O)=O.[H-].[Na+].[H][H]>O1CCCC1>[CH:6]1[C:5]2[CH2:10][CH2:11][O:12][CH2:2][CH2:3][C:4]=2[CH:9]=[CH:8][CH:7]=1.[CH2:2]=[CH:3][C:4]1[CH:9]=[CH:8][CH:7]=[CH:6][CH:5]=1 |f:1.2|. Procedure details: Methanesulfonic acid 2-[2-(2-hydroxy-ethyl)-phenyl]-ethyl ester (2.2 g/9.0 mmol) was dissolved in tetrahydrofuran (400 mL). Sodium hydride (540 mg/14.5 mmol) was added (hydrogen evolution) and the reaction allowed to stir at room temperature overnight. The reaction was quenched by the addition of water (10 mL) and the reaction concentrated to a volume of ca. 50 mL by rotary evaporation. The residue was partitioned between water (50 mL) and ethyl ether (50 mL). The aqueous layer was extracted wit... The reactants are C(C)(C)(C)NS(=O)(=O)C=1SC(=CC1)C1=CC=C(C=C1)CC#N (5-(4-Cyanomethyl-phenyl)-thiophene-2-sulfonic acid tert-butylamide). Solvent: C(=O)(C(F)(F)F)O (TFA). Run at temperature 50 celsius, time 2 hour. Product: C(#N)CC1=CC=C(C=C1)C1=CC=C(S1)S(=O)(=O)N (5-(4-Cyanomethyl-phenyl)-thiophene-2-sulfonic acid amide). Isolated yield 72.6%. Reaction SMILES: C([NH:5][S:6]([C:9]1[S:10][C:11]([C:14]2[CH:19]=[CH:18][C:17]([CH2:20][C:21]#[N:22])=[CH:16][CH:15]=2)=[CH:12][CH:13]=1)(=[O:8])=[O:7])(C)(C)C>C(O)(C(F)(F)F)=O>[C:21]([CH2:20][C:17]1[CH:16]=[CH:15][C:14]([C:11]2[S:10][C:9]([S:6]([NH2:5])(=[O:7])=[O:8])=[CH:13][CH:12]=2)=[CH:19][CH:18]=1)#[N:22]. Procedure: 5-(4-Cyanomethyl-phenyl)-thiophene-2-sulfonic acid tert-butylamide (260 mg) was suspended in TFA (10 mL) and stirred 2 h at 50° C. The mixture was evaporated to dryness and trituated with toluene (2 mL). The obtained precipitate was filtered off, washed with toluene and dried in vacuo to yield 5-(4-Cyanomethyl-phenyl)-thiophene-2-sulfonic acid amide (157 mg, 73%) as a white solid. Starting materials: O (water), O (water), ice, C1(=CC=C(C=C1)S(=O)(=O)Cl)C (p-toluenesulfonyl chloride), C(CCCCCC#C)O (7-octyne-1-ol). The solvent is N1=CC=CC=C1 (pyridine). Run at temperature 7.5 celsius, time 20 hour. Yields the product C(CCCCCC#C)OS(=O)(=O)C1=CC=C(C=C1)C (7-octynyl-p-toluenesulfonate). Yield: 85.8%. Reaction SMILES: [C:1]1([CH3:11])[CH:6]=[CH:5][C:4]([S:7](Cl)(=[O:9])=[O:8])=[CH:3][CH:2]=1.[CH2:12]([OH:20])[CH2:13][CH2:14][CH2:15][CH2:16][CH2:17][C:18]#[CH:19].O>N1C=CC=CC=1>[CH2:12]([O:20][S:7]([C:4]1[CH:5]=[CH:6][C:1]([CH3:11])=[CH:2][CH:3]=1)(=[O:9])=[O:8])[CH2:13][CH2:14][CH2:15][CH2:16][CH2:17][C:18]#[CH:19]. Procedure: To an ice-cooled solution of p-toluenesulfonyl chloride (17.4 g, 91.3 mmol) in pyridine (30 ml), 7-octyne-1-ol (9.6 g, 76.1 mmol) was added dropwise, and stirred at 5-10 ° C. for 20 hours. The reaction mixture was added with water (15 ml), stirred, then poured into water (500 ml), and extracted with ether (500 ml). The ether layer was washed with cold 1N-hydrochloric acid, saturated aqueous sodium hydrogencarbonate and water, dried over magnesium sulfate, and concentrated under reduced pressure ...